Dataset: the Open Reaction Database (ORD), a public repository of structured organic reaction records. Task: describe an organic reaction: reactants, conditions, products, and yield The reactants are C(C)(=O)OCC(CCC1=CC=C(C=C1)C1=CC=CC2=C(C=CC=C12)OCC1=CC=CC=C1)(COC(C)=O)NC(C)=O (N-{1,1-bis(acetoxymethyl)-3-[4-(5-benzyloxynaphthalen-1-yl)phenyl]propyl}acetamide). Reagents/catalysts: [C].[Pd] (palladium carbon). Run in C(C)(=O)OCC (ethyl acetate), CO (methanol). Run at time 5 hour. The product is C(C)(=O)OCC(CCC1=CC=C(C=C1)C1=CC=CC2=C(C=CC=C12)O)(COC(C)=O)NC(C)=O (N-{1,1-bis(acetoxymethyl)-3-[4-(5-hydroxynaphthalen-1-yl)phenyl]propyl}acetamide). Isolated yield 81.6%. RXN SMILES: [C:1]([O:4][CH2:5][C:6]([NH:38][C:39](=[O:41])[CH3:40])([CH2:33][O:34][C:35](=[O:37])[CH3:36])[CH2:7][CH2:8][C:9]1[CH:14]=[CH:13][C:12]([C:15]2[C:24]3[C:19](=[C:20]([O:25]CC4C=CC=CC=4)[CH:21]=[CH:22][CH:23]=3)[CH:18]=[CH:17][CH:16]=2)=[CH:11][CH:10]=1)(=[O:3])[CH3:2]>C(OCC)(=O)C.CO.[C].[Pd]>[C:35]([O:34][CH2:33][C:6]([NH:38][C:39](=[O:41])[CH3:40])([CH2:5][O:4][C:1](=[O:3])[CH3:2])[CH2:7][CH2:8][C:9]1[CH:14]=[CH:13][C:12]([C:15]2[C:24]3[C:19](=[C:20]([OH:25])[CH:21]=[CH:22][CH:23]=3)[CH:18]=[CH:17][CH:16]=2)=[CH:11][CH:10]=1)(=[O:37])[CH3:36] |f:3.4|. Reported procedure: The compound (1.45 g) of Example (1-1) was dissolved in ethyl acetate (30 mL) and methanol (10 mL), 10% palladium carbon (500 mg) was added, and the mixture was stirred at room temperature for 5 hr under a hydrogen atmosphere. After celite filtration, the filtrate was concentrated, and the residue was washed with diethyl ether to give the object product (0.99 g) as white crystals. Yields the product NC=1C=C(C(=O)N(C)C)C=CC1NCCN(C)C (3-Amino-4-{[2-(dimethylamino)ethyl]amino}-N,N-dimethylbenzamide). The reagents and catalysts are [C].[Pd] (palladium-carbon). Solvent: C(C)O (ethanol). Reported procedure: 10% of palladium-carbon (0.535 g) was added to a solution containing 4-{[2-(dimethylamino)ethyl]amino}-N,N-dimethyl-3-nitrobenzamide (2.672 g) in ethanol (27 ml) and the mixture was stirred for 5.5 hours under a hydrogen gas atmosphere at room temperature. After the catalyst was removed out by filtration, the filtrate was concentrated, thereby yielding the entitled compound (2.464 g) as blackish brown oil. RXN SMILES: [CH3:1][N:2]([CH3:20])[CH2:3][CH2:4][NH:5][C:6]1[CH:16]=[CH:15][C:9]([C:10]([N:12]([CH3:14])[CH3:13])=[O:11])=[CH:8][C:7]=1[N+:17]([O-])=O>C(O)C.[C].[Pd]>[NH2:17][C:7]1[CH:8]=[C:9]([CH:15]=[CH:16][C:6]=1[NH:5][CH2:4][CH2:3][N:2]([CH3:20])[CH3:1])[C:10]([N:12]([CH3:14])[CH3:13])=[O:11] |f:2.3|. Yield: 103.3%. The reactants are CN(CCNC1=C(C=C(C(=O)N(C)C)C=C1)[N+](=O)[O-])C (4-{[2-(dimethylamino)ethyl]amino}-N,N-dimethyl-3-nitrobenzamide). Run at time 5.5 hour. The reactants are [H-].[Al+3].[Li+].[H-].[H-].[H-] (Lithium aluminium hydride), ice, C(C)OC(=O)C=1N=C(N(C1CCC12CC3CC(CC(C1)C3)C2)C)C2=C(C=CC=C2)C (5-(2-adamantan-1-yl-ethyl)-1-methyl-2-o-tolyl-1H-imidazole-4-carboxylic acid ethyl ester). Run in C1CCOC1 (THF). Reaction conditions: time 2 hour. Yields the product C12(CC3CC(CC(C1)C3)C2)CCC2=C(N=C(N2C)C2=C(C=CC=C2)C)CO ([5-(2-Adamantan-1-yl-ethyl)-1-methyl-2-o-tolyl-1H-imidazol-4-yl]-methanol). RXN SMILES: [H-].[Al+3].[Li+].[H-].[H-].[H-].C([O:9][C:10]([C:12]1[N:13]=[C:14]([C:30]2[CH:35]=[CH:34][CH:33]=[CH:32][C:31]=2[CH3:36])[N:15]([CH3:29])[C:16]=1[CH2:17][CH2:18][C:19]12[CH2:28][CH:23]3[CH2:24][CH:25]([CH2:27][CH:21]([CH2:22]3)[CH2:20]1)[CH2:26]2)=O)C>C1COCC1>[C:19]12([CH2:18][CH2:17][C:16]3[N:15]([CH3:29])[C:14]([C:30]4[CH:35]=[CH:34][CH:33]=[CH:32][C:31]=4[CH3:36])=[N:13][C:12]=3[CH2:10][OH:9])[CH2:28][CH:23]3[CH2:24][CH:25]([CH2:27][CH:21]([CH2:22]3)[CH2:20]1)[CH2:26]2 |f:0.1.2.3.4.5|. Reported procedure: Lithium aluminium hydride (355 mg, 9.34 mmol) was added in small portions to an ice cooled solution of 5-(2-adamantan-1-yl-ethyl)-1-methyl-2-o-tolyl-1H-imidazole-4-carboxylic acid ethyl ester (Example 73, step a) (1.83 g, 4.67 mmol) in THF (20 ml). The suspension was allowed to warm to room temperature and stirred for 2 h. The reaction mixture was quenched sequentially with water (360 μl ), sodium hydroxide (2M, 360 μl) and water (3×360 μl), diluted with ethyl acetate (50 ml) and treated with ma... The reactants are O=C(O)C1CCN(C2CC2)CC1, CN(C(=O)c1ccc(Cl)cc1)C1CCNCC1c1ccc(Cl)c(Cl)c1, Cl. The product is CN(C(=O)c1ccc(Cl)cc1)C1CCN(C(=O)C2CCN(C3CC3)CC2)CC1c1ccc(Cl)c(Cl)c1. RXN SMILES: [CH:27]1([N:30]2[CH2:31][CH2:32][CH:33]([C:36](=[O:37])[OH:38])[CH2:34][CH2:35]2)[CH2:28][CH2:29]1.[Cl:2][c:3]1[cH:4][cH:5][c:6]([C:7](=[O:8])[N:9]([CH3:10])[CH:11]2[CH:12]([c:17]3[cH:18][c:19]([Cl:24])[c:20]([Cl:23])[cH:21][cH:22]3)[CH2:13][NH:14][CH2:15][CH2:16]2)[cH:25][cH:26]1.[ClH:1]>>[Cl:2][c:3]1[cH:4][cH:5][c:6]([C:7](=[O:8])[N:9]([CH3:10])[CH:11]2[CH:12]([c:17]3[cH:18][c:19]([Cl:24])[c:20]([Cl:23])[cH:21][cH:22]3)[CH2:13][N:14]([C:36]([CH:33]3[CH2:32][CH2:31][N:30]([CH:27]4[CH2:28][CH2:29]4)[CH2:35][CH2:34]3)=[O:37])[CH2:15][CH2:16]2)[cH:25][cH:26]1. Reactants: NC1=C(C=C(C#N)C=C1)Br (4-amino-3-bromobenzonitrile), P(=S)(SCC)(OCC)[O-] (diethyl dithiophosphate), Cl (hydrogen chloride). Solvent: C(C)O (ethanol). Conditions: time 12 hour. Product: NC1=C(C=C(C(N)=S)C=C1)Br (4-Amino-3-Bromobenzthioamide). Yield: 12.6%. As a reaction SMILES: [NH2:1][C:2]1[CH:9]=[CH:8][C:5]([C:6]#[N:7])=[CH:4][C:3]=1[Br:10].P([O-])(OCC)(SCC)=[S:12].Cl>C(O)C>[NH2:1][C:2]1[CH:9]=[CH:8][C:5]([C:6](=[S:12])[NH2:7])=[CH:4][C:3]=1[Br:10]. Procedure details: A stirred solution of 4-amino-3-bromobenzonitrile (6.92 g, 35.1 mmol) and diethyl dithiophosphate (17.7 mL, 105 mmol, 3 eq.) in absolute ethanol (160 mL) at 0° C. was perfused with hydrogen chloride gas at a moderate rate for 30 minutes. The resulting reaction mixture was stirred at room temperature for 12 hours, and then solvent was removed via evaporation under reduced pressure. The residue was suspended in a saturated solution of sodium hydrogen carbonate (25 mL), and this aqueous mixture was... The reactants are CCOC(=O)Cl, COC(=O)c1ccc(N)cc1, c1ccncc1. The product is CCOC(=O)Nc1ccc(C(=O)OC)cc1. As a reaction SMILES: [Cl:1][C:2](=[O:3])[O:4][CH2:5][CH3:6].[NH2:7][c:8]1[cH:9][cH:10][c:11]([C:12](=[O:13])[O:14][CH3:15])[cH:16][cH:17]1.[cH:18]1[cH:19][cH:20][n:21][cH:22][cH:23]1>>[C:2](=[O:3])([O:4][CH2:5][CH3:6])[NH:7][c:8]1[cH:9][cH:10][c:11]([C:12](=[O:13])[O:14][CH3:15])[cH:16][cH:17]1. The reactants are [BH4-], CO, CCOC(C)=O, O=Cc1cc2c(cc1F)OCO2, [Na+]. Product: OCc1cc2c(cc1F)OCO2. RXN SMILES: [BH4-:13].[CH3:15][OH:16].[CH3:17][CH2:18][O:19][C:20]([CH3:21])=[O:22].[F:1][c:2]1[c:3]([CH:11]=[O:12])[cH:4][c:5]2[c:6]([cH:10]1)[O:7][CH2:8][O:9]2.[Na+:14]>>[F:1][c:2]1[c:3]([CH2:11][OH:12])[cH:4][c:5]2[c:6]([cH:10]1)[O:7][CH2:8][O:9]2.